Task: describe an organic reaction: reactants, conditions, products, and yield. Dataset: the Open Reaction Database (ORD), a public repository of structured organic reaction records Starting materials: FC(F)(F)c1cccc2c(-c3ccccc3)c(CBr)cnc12, [H-], [Na+], CN(C)C=O, O, Oc1ccccc1. Yields the product FC(F)(F)c1cccc2c(-c3ccccc3)c(COc3ccccc3)cnc12. Reaction SMILES: [Br:10][CH2:11][c:12]1[cH:13][n:14][c:15]2[c:16]([C:28]([F:29])([F:30])[F:31])[cH:17][cH:18][cH:19][c:20]2[c:21]1-[c:22]1[cH:23][cH:24][cH:25][cH:26][cH:27]1.[H-:9].[Na+:8].[O:33]=[CH:34][N:35]([CH3:36])[CH3:37].[OH2:32].[OH:1][c:2]1[cH:3][cH:4][cH:5][cH:6][cH:7]1>>[O:1]([c:2]1[cH:3][cH:4][cH:5][cH:6][cH:7]1)[CH2:11][c:12]1[cH:13][n:14][c:15]2[c:16]([C:28]([F:29])([F:30])[F:31])[cH:17][cH:18][cH:19][c:20]2[c:21]1-[c:22]1[cH:23][cH:24][cH:25][cH:26][cH:27]1.